Dataset: the Open Reaction Database (ORD), a public repository of structured organic reaction records. Task: describe an organic reaction: reactants, conditions, products, and yield Starting materials: cyanohydrine trimethylsilyl ether, CC(C)C=1C(CC(=CCCC(=CCCC(=CC1)C)C)C)(C#N)O[Si](C)(C)C (2-(1-methylethyl)-5,9,13-trimethyl-1-trimethylsiloxy-2,4,8,12-cyclotetradecatetraen-1-carbonitrile), [F-].C(CCC)[N+](CCCC)(CCCC)CCCC (tetra n-butylammonium fluoride). Run in O1CCCC1 (tetrahydrofuran), O1CCCC1 (tetrahydrofuran). Conditions: time 2 day. Yields the product ketone, CC(C)C=1C(CC(=CCCC(=CCCC(=CC1)C)C)C)=O (2-(1-methylethyl)-5,9,13-trimethyl-2,4,8,12-cyclotetradecatetraen-1-one). Yield: 84.4%. RXN SMILES: [CH3:1][CH:2]([C:4]1[C:5]([O:23][Si](C)(C)C)(C#N)[CH2:6][C:7]([CH3:20])=[CH:8][CH2:9][CH2:10][C:11]([CH3:19])=[CH:12][CH2:13][CH2:14][C:15]([CH3:18])=[CH:16][CH:17]=1)[CH3:3].[F-].C([N+](CCCC)(CCCC)CCCC)CCC>O1CCCC1>[CH3:3][CH:2]([C:4]1[C:5](=[O:23])[CH2:6][C:7]([CH3:20])=[CH:8][CH2:9][CH2:10][C:11]([CH3:19])=[CH:12][CH2:13][CH2:14][C:15]([CH3:18])=[CH:16][CH:17]=1)[CH3:1] |f:1.2|. Procedure: The above cyanohydrine trimethylsilyl ether compound, 2-(1-methylethyl)-5,9,13-trimethyl-1-trimethylsiloxy-2,4,8,12-cyclotetradecatetraen-1-carbonitrile (657 mg, 1.7 mmol) was dissolved in 10% aqueous tetrahydrofuran (10 ml). To the solution on an ice-water bath was added a solution of 1M tetra n-butylammonium fluoride in tetrahydrofuran (0.02 ml), and the mixture was stirred and then allowed to stand at room temperature for 2 days. Most of the tetrahydrofuran was removed in vacuo and the residu... The product is CC(C)(C)OC(=O)NC(CCCOS(C)(=O)=O)c1ccccc1Br. Starting materials: CC(C)(C)OC(=O)NC(CCCO)c1ccccc1Br, CCN(C(C)C)C(C)C, ClCCl, CCCCCCC, C, O=S(=O)(Cl)Cl. RXN SMILES: [Br:1][c:2]1[c:3]([CH:8]([CH2:9][CH2:10][CH2:11][OH:12])[NH:13][C:14]([O:15][C:16]([CH3:17])([CH3:18])[CH3:19])=[O:20])[cH:4][cH:5][cH:6][cH:7]1.[CH2:21]([N:22]([CH:23]([CH3:24])[CH3:25])[CH:26]([CH3:27])[CH3:28])[CH3:29].[CH2:43]([Cl:44])[Cl:45].[CH3:36][CH2:37][CH2:38][CH2:39][CH2:40][CH2:41][CH3:42].[CH4:35].[S:30](=[O:31])(=[O:32])([Cl:33])[Cl:34]>>[Br:1][c:2]1[c:3]([CH:8]([CH2:9][CH2:10][CH2:11][O:12][S:30](=[O:31])(=[O:32])[CH3:36])[NH:13][C:14]([O:15][C:16]([CH3:17])([CH3:18])[CH3:19])=[O:20])[cH:4][cH:5][cH:6][cH:7]1. Starting materials: FC1=C(C=CC(=C1)I)NC1=C(C(=O)O)C=CN=C1 (3-[(2-fluoro-4-iodophenyl)amino]isonicotinic acid), FC1=C(C=CC(=C1)I)NC1=C(C(=O)O)C=CN=C1 (3-[(2-fluoro-4-iodophenyl)amino]isonicotinic acid), O(C1=CC=CC=C1)CCN (2-phenoxyethylamine). Product: FC1=C(C=CC(=C1)I)NC1=C(C(=O)NCCOC2=CC=CC=C2)C=CN=C1 (3-[(2-fluoro-4-iodophenyl)amino]-N-(2-phenoxyethyl)isonicotinamide). RXN SMILES: [F:1][C:2]1[CH:7]=[C:6]([I:8])[CH:5]=[CH:4][C:3]=1[NH:9][C:10]1[CH:18]=[N:17][CH:16]=[CH:15][C:11]=1[C:12]([OH:14])=O.[O:19]([CH2:26][CH2:27][NH2:28])[C:20]1[CH:25]=[CH:24][CH:23]=[CH:22][CH:21]=1>>[F:1][C:2]1[CH:7]=[C:6]([I:8])[CH:5]=[CH:4][C:3]=1[NH:9][C:10]1[CH:18]=[N:17][CH:16]=[CH:15][C:11]=1[C:12]([NH:28][CH2:27][CH2:26][O:19][C:20]1[CH:25]=[CH:24][CH:23]=[CH:22][CH:21]=1)=[O:14]. Procedure: 3-[(2-fluoro-4-iodophenyl)amino]-N-(2-phenoxyethyl)isonicotinamide was synthesized according to the procedure for General Method 1, outlined above, starting with 0.32 mmol of 3-[(2-fluoro-4-iodophenyl)amino]isonicotinic acid (intermediate 1) and 0.45 mmol of 2-phenoxyethylamine. LC/MS [10.10 min; 478 (M+1)] Reactants: ClC1=NC(=C(C=C1C(=O)O)Cl)C (2,5-dichloro-6-methyl-3-pyridinecarboxylic acid), N-methylpyrrolidinol, C(C(=O)Cl)(=O)Cl (oxalyl chloride), [H-].[Na+] (sodium hydride), O (water). Solvent: O1CCCC1 (tetrahydrofuran), O1CCCC1 (tetrahydrofuran). Conditions: temperature 15 celsius, time 1.5 hour. Product: ClC1=CC=2C(N(CC(OC2N=C1C)CCCl)C)=O (7-Chloro-2-(2-chloroethyl)-2,3-dihydro-4,8-dimethylpyrido[3,2-f]-1,4-oxazepin-5(4H)-one). The yield is 30.0%. As a reaction SMILES: [H-].[Na+].Cl[C:4]1[C:9]([C:10]([OH:12])=O)=[CH:8][C:7]([Cl:13])=[C:6]([CH3:14])[N:5]=1.[C:15]([Cl:20])(=O)[C:16](Cl)=O.[OH2:21]>O1CCCC1>[Cl:13][C:7]1[C:6]([CH3:14])=[N:5][C:4]2[O:21][CH:9]([CH2:16][CH2:15][Cl:20])[CH2:4][N:5]([CH3:6])[C:10](=[O:12])[C:9]=2[CH:8]=1 |f:0.1|. Procedure details: To a suspension of 29.6 g of 60% sodium hydride (0.74 mole) in 300 ml of tetrahydrofuran under a nitrogen blanket and at reflux was added dropwise at a rate to maintain good reflux a solution of 74.5 g (0.36 mole) of 2,5-dichloro-6-methyl-3-pyridinecarboxylic acid and 36.5 g (0.36 mole) of N-methylpyrrolidinol in 300 ml of tetrahydrofuran. The mixture was heated at reflux for 2 hr and cooled to 15° C. To the mixture was added dropwise, carefully, 47.2 g of oxalyl chloride between 15°-20° C. The ...